This data is from the Open Reaction Database (ORD), a public repository of structured organic reaction records. The task is: describe an organic reaction: reactants, conditions, products, and yield The reactants are C(C)OC(NC1=CC(=CC=C1)CN1N=C(C=CC1=O)C(N)=S)=O (ethyl[3-(6-oxo-3-thiocarbamoyl-6H-pyridazin-1-yl-methyl)phenyl]carbamate), Br.BrCC(=O)C1=CC=NC=C1 (2-bromo-1-(4-pyridinyl)ethanone hydrobromide). The solvent is CCO (EtOH). Conditions: temperature 80 celsius, time 15 hour. Product: C(C)OC(NC1=CC(=CC=C1)CN1N=C(C=CC1=O)C=1SC=C(N1)C1=CC=NC=C1)=O (ethyl{3-[6-oxo-3-(4-pyridin-4-ylthiazol-2-yl)-6H-pyridazin-1-ylmethyl]phenyl}carbamate). As a reaction SMILES: [CH2:1]([O:3][C:4](=[O:23])[NH:5][C:6]1[CH:11]=[CH:10][CH:9]=[C:8]([CH2:12][N:13]2[C:18](=[O:19])[CH:17]=[CH:16][C:15]([C:20](=[S:22])[NH2:21])=[N:14]2)[CH:7]=1)[CH3:2].Br.Br[CH2:26][C:27]([C:29]1[CH:34]=[CH:33][N:32]=[CH:31][CH:30]=1)=O>CCO>[CH2:1]([O:3][C:4](=[O:23])[NH:5][C:6]1[CH:11]=[CH:10][CH:9]=[C:8]([CH2:12][N:13]2[C:18](=[O:19])[CH:17]=[CH:16][C:15]([C:20]3[S:22][CH:26]=[C:27]([C:29]4[CH:34]=[CH:33][N:32]=[CH:31][CH:30]=4)[N:21]=3)=[N:14]2)[CH:7]=1)[CH3:2] |f:1.2|. Procedure: 100 mg (0.30 mmol) of ethyl[3-(6-oxo-3-thiocarbamoyl-6H-pyridazin-1-yl-methyl)phenyl]carbamate are suspended in 2 ml of EtOH, and 101 mg (0.36 mmol) of 2-bromo-1-(4-pyridinyl)ethanone hydrobromide are added. The reaction mixture is stirred at 80° C. for 15 h. The precipitate formed is filtered off with suction and washed with ethanol and dried in vacuo. The crude product is purified by means of preparative HPLC.